This data is from the Open Reaction Database (ORD), a public repository of structured organic reaction records. The task is: describe an organic reaction: reactants, conditions, products, and yield Isolated yield 87.5%. Product: Cl.COC1=CC=C(C=C1)[C@@H]1SC2=C(N(C([C@@H]1O)=O)CCN(CC)C)C=CC=C2 ((+)-cis-2-(4-methoxyphenyl)-3-hydroxy-5-[2-(N-methyl-N-ethylamino)ethyl]-2,3-dihydro-1,5-benzothiazepin-4(5H)-one hydrochloride). Conditions: time 8 hour. Run in C(C)(=O)OCC (ethyl acetate), O (water). Reactants: C([O-])([O-])=O.[K+].[K+] (potassium carbonate), COC1=CC=C(C=C1)[C@@H]1SC2=C(NC([C@@H]1O)=O)C=CC=C2 ((+)-cis-2-(4-methoxyphenyl)-3-hydroxy-2,3-dihydro-1,5-benzothiazepin-4(5H)-one), Cl.CN(CC)CCCl (2-(N-methyl-N-ethylamino)ethyl chloride hydrochloride), CC(=O)C (acetone). RXN SMILES: C(=O)([O-])[O-].[K+].[K+].[CH3:7][O:8][C:9]1[CH:14]=[CH:13][C:12]([C@H:15]2[C@@H:21]([OH:22])[C:20](=[O:23])[NH:19][C:18]3[CH:24]=[CH:25][CH:26]=[CH:27][C:17]=3[S:16]2)=[CH:11][CH:10]=1.Cl.[CH3:29][N:30]([CH2:33][CH2:34][Cl:35])[CH2:31][CH3:32].CC(C)=O>C(OCC)(=O)C.O>[ClH:35].[CH3:7][O:8][C:9]1[CH:10]=[CH:11][C:12]([C@H:15]2[C@@H:21]([OH:22])[C:20](=[O:23])[N:19]([CH2:32][CH2:31][N:30]([CH3:29])[CH2:33][CH3:34])[C:18]3[CH:24]=[CH:25][CH:26]=[CH:27][C:17]=3[S:16]2)=[CH:13][CH:14]=1 |f:0.1.2,4.5,9.10|. Reported procedure: 5.05 g of potassium carbonate are added to a mixture of 10.0 g of (+)-cis-2-(4-methoxyphenyl)-3-hydroxy-2,3-dihydro-1,5-benzothiazepin-4(5H)-one, 5.52 g of 2-(N-methyl-N-ethylamino)ethyl chloride hydrochloride and 100 ml of acetone. The mixture is refluxed under stirring overnight. After the reaction, the mixture is condensed under reduced pressure. The residue is dissolved in a mixture of ethyl acetate and water. The ethyl acetate layer is collected, dried and then evaporated to remove solvent....